Dataset: the Open Reaction Database (ORD), a public repository of structured organic reaction records. Task: describe an organic reaction: reactants, conditions, products, and yield Starting materials: OC1=CC=C2CCNC2=C1 (6-Hydroxyindoline), P(=O)(OC)(OC)OC (trimethyl phosphate). The solvent is C(Cl)Cl (methylene chloride). Reaction conditions: time 10 minute. Yields the product CN1CCC2=CC=C(C=C12)O (N-Methyl-6-hydroxyindoline). Yield: 107.5%. RXN SMILES: [OH:1][C:2]1[CH:10]=[C:9]2[C:5]([CH2:6][CH2:7][NH:8]2)=[CH:4][CH:3]=1.P(OC)(OC)(O[CH3:14])=O>C(Cl)Cl>[CH3:14][N:8]1[C:9]2[C:5](=[CH:4][CH:3]=[C:2]([OH:1])[CH:10]=2)[CH2:6][CH2:7]1. Procedure details: To 37.78 g (0.286 mol) of 6-hydroxyindoline 5 in a 100 ml round-bottom flask fitted with a magnetic stirrer, thermometer and condenser connected to a source of nitrogen was added 13.38 ml (16.02 g, 0.114 mol) of trimethyl phosphate. It was then placed in an oil bath and heating was commenced. The bath temperature reached 105° in 10 min. Then the reaction mixture became homogeneous and shortly thereafter an exotherm occurred. The flask was removed periodically from the oil bath to keep the intern... The reactants are O=C(OOC(=O)c1ccccc1)c1ccccc1, ClC(Cl)(Cl)Cl, CCOC(=O)c1onc(-c2ccccc2)c1C, ClCCl, O=C1CCC(=O)N1Br. The product is CCOC(=O)c1onc(-c2ccccc2)c1CBr. RXN SMILES: [C:26]([O:27][O:28][C:29](=[O:30])[c:31]1[cH:32][cH:33][cH:34][cH:35][cH:36]1)(=[O:37])[c:38]1[cH:39][cH:40][cH:41][cH:42][cH:43]1.[C:44]([Cl:45])([Cl:46])([Cl:47])[Cl:48].[CH3:1][c:2]1[c:3](-[c:12]2[cH:13][cH:14][cH:15][cH:16][cH:17]2)[n:4][o:5][c:6]1[C:7](=[O:8])[O:9][CH2:10][CH3:11].[Cl:49][CH2:50][Cl:51].[O:18]=[C:19]1[N:20]([Br:25])[C:21](=[O:22])[CH2:23][CH2:24]1>>[CH2:1]([c:2]1[c:3](-[c:12]2[cH:13][cH:14][cH:15][cH:16][cH:17]2)[n:4][o:5][c:6]1[C:7](=[O:8])[O:9][CH2:10][CH3:11])[Br:25]. Reactants: Brc1cccn2cncc12, CCCC[Sn](CCCC)(CCCC)c1nc(N2CCOCC2)c2nc(CN3CCC(C(C)(C)O)CC3)n(C)c2n1, [Cu+], C1COCCO1, c1ccc(P(c2ccccc2)(c2ccccc2)[Pd](P(c2ccccc2)(c2ccccc2)c2ccccc2)(P(c2ccccc2)(c2ccccc2)c2ccccc2)P(c2ccccc2)(c2ccccc2)c2ccccc2)cc1, O=C([O-])c1cccs1. Product: Cn1c(CN2CCC(C(C)(C)O)CC2)nc2c(N3CCOCC3)nc(-c3cccn4cncc34)nc21. RXN SMILES: [Br:41][c:42]1[c:43]2[n:44]([cH:45][cH:46][cH:47]1)[cH:48][n:49][cH:50]2.[CH3:1][n:2]1[c:3]2[n:4][c:5]([Sn:28]([CH2:29][CH2:30][CH2:31][CH3:32])([CH2:33][CH2:34][CH2:35][CH3:36])[CH2:37][CH2:38][CH2:39][CH3:40])[n:6][c:7]([N:22]3[CH2:23][CH2:24][O:25][CH2:26][CH2:27]3)[c:8]2[n:9][c:10]1[CH2:11][N:12]1[CH2:13][CH2:14][CH:15]([C:18]([CH3:19])([CH3:20])[OH:21])[CH2:16][CH2:17]1.[Cu+:142].[O:51]1[CH2:52][CH2:53][O:54][CH2:55][CH2:56]1.[cH:57]1[cH:58][cH:59][c:60]([P:61]([Pd:62]([P:63]([c:64]2[cH:65][cH:66][cH:67][cH:68][cH:69]2)([c:70]2[cH:71][cH:72][cH:73][cH:74][cH:75]2)[c:76]2[cH:77][cH:78][cH:79][cH:80][cH:81]2)([P:82]([c:83]2[cH:84][cH:85][cH:86][cH:87][cH:88]2)([c:89]2[cH:90][cH:91][cH:92][cH:93][cH:94]2)[c:95]2[cH:96][cH:97][cH:98][cH:99][cH:100]2)[P:101]([c:102]2[cH:103][cH:104][cH:105][cH:106][cH:107]2)([c:108]2[cH:109][cH:110][cH:111][cH:112][cH:113]2)[c:114]2[cH:115][cH:116][cH:117][cH:118][cH:119]2)([c:120]2[cH:121][cH:122][cH:123][cH:124][cH:125]2)[c:126]2[cH:127][cH:128][cH:129][cH:130][cH:131]2)[cH:132][cH:133]1.[s:134]1[cH:135][cH:136][cH:137][c:138]1[C:139]([O-:140])=[O:141]>>[CH3:1][n:2]1[c:3]2[n:4][c:5](-[c:42]3[c:43]4[n:44]([cH:45][cH:46][cH:47]3)[cH:48][n:49][cH:50]4)[n:6][c:7]([N:22]3[CH2:23][CH2:24][O:25][CH2:26][CH2:27]3)[c:8]2[n:9][c:10]1[CH2:11][N:12]1[CH2:13][CH2:14][CH:15]([C:18]([CH3:19])([CH3:20])[OH:21])[CH2:16][CH2:17]1. Starting materials: Fc1ccc(-c2c[nH]c(CCCOCc3ccccc3)c2-c2ccncc2)cc1, CCO, Cl, [H][H]. Product: OCCCc1[nH]cc(-c2ccc(F)cc2)c1-c1ccncc1. Reaction SMILES: [CH2:1]([c:2]1[cH:3][cH:4][cH:5][cH:6][cH:7]1)[O:8][CH2:9][CH2:10][CH2:11][c:12]1[nH:13][cH:14][c:15](-[c:23]2[cH:24][cH:25][c:26]([F:29])[cH:27][cH:28]2)[c:16]1-[c:17]1[cH:18][cH:19][n:20][cH:21][cH:22]1.[CH3:33][CH2:34][OH:35].[ClH:30].[H:31][H:32]>>[OH:8][CH2:9][CH2:10][CH2:11][c:12]1[nH:13][cH:14][c:15](-[c:23]2[cH:24][cH:25][c:26]([F:29])[cH:27][cH:28]2)[c:16]1-[c:17]1[cH:18][cH:19][n:20][cH:21][cH:22]1. Starting materials: C(N)(=N)C1=CC=C(C=C1)NCC=1C(=C(C(=NC1)C)O)CNCCCCCC(=O)O (6-({5-[(4-Carbamimidoyl-phenylamino)-methyl]-3-hydroxy-2-methyl-pyridin-4 ylmethyl}-amino)-hexanoic acid). Run in Cl (hydrochloric acid). The product is [OH-].[NH4+] (ammonium hydroxide), C(C1=CC=CC=C1)OC=1C(=NC=C(C1CNCCCCCC(=O)O)CNC1=CC=C(C=C1)C(N)=N)C (6-({3-Benzyloxy-5-[(4-carbamimidoyl-phenylamino)-methyl]-2-methyl-pyridin-4-ylmethyl}-amino)-hexanoic acid). The yield is 30.0%. As a reaction SMILES: [C:1]([C:4]1[CH:9]=[CH:8][C:7]([NH:10][CH2:11][C:12]2[C:13]([CH2:20][NH:21][CH2:22][CH2:23][CH2:24][CH2:25][CH2:26][C:27]([OH:29])=[O:28])=[C:14]([OH:19])[C:15]([CH3:18])=[N:16][CH:17]=2)=[CH:6][CH:5]=1)(=[NH:3])[NH2:2]>Cl>[OH-:19].[NH4+:2].[CH2:1]([O:19][C:14]1[C:15]([CH3:18])=[N:16][CH:17]=[C:12]([CH2:11][NH:10][C:7]2[CH:6]=[CH:5][C:4]([C:1](=[NH:2])[NH2:3])=[CH:9][CH:8]=2)[C:13]=1[CH2:20][NH:21][CH2:22][CH2:23][CH2:24][CH2:25][CH2:26][C:27]([OH:29])=[O:28])[C:4]1[CH:9]=[CH:8][CH:7]=[CH:6][CH:5]=1 |f:2.3|. Reported procedure: The hydrolysis of 6-({5-[(4-carbamimidoyl-phenylamino)-methyl]-3-hydroxy-2-methyl-pyridin-4 ylmethyl}-amino)-hexanoic acid (49) (100 mg, 0.2 mmol) was carried out in 6N hydrochloric acid for 2 hours. The solvent was then evaporated and the crude product purified by column chromatography on silica gel using a mixture of dichloromethane:methyl alcohol:30% ammonium hydroxide (5:3:1) as eluant to give 6-({3-benzyloxy-5-[(4-carbamimidoyl-phenylamino)-methyl]-2-methyl-pyridin-4-ylmethyl}-amino)-hexano... Starting materials: ClCC(=C)C (3-chloro-2-methylpropene), C(C)(=O)NC1=C(C=CC=C1)O (2-acetamidophenol). The product is CC(COC1=C(C=CC=C1)NC(C)=O)=C (N-{2-[(2-Methyl-2-propenyl)oxy]phenyl}acetamide). The yield is 85.5%. RXN SMILES: Cl[CH2:2][C:3]([CH3:5])=[CH2:4].[C:6]([NH:9][C:10]1[CH:15]=[CH:14][CH:13]=[CH:12][C:11]=1[OH:16])(=[O:8])[CH3:7]>>[CH3:5][C:3](=[CH2:4])[CH2:2][O:16][C:11]1[CH:12]=[CH:13][CH:14]=[CH:15][C:10]=1[NH:9][C:6](=[O:8])[CH3:7]. Procedure: The compound (1.74 g, 85%) was prepared from 3-chloro-2-methylpropene (1.09 g, 11.9 mmol) and 2-acetamidophenol (1.50 g, 9.92 mmol) analogously to that described in Example 8(i). The reactants are CC(=CC[C@H]1[C@](O1)(C)[C@H]2[C@@H]([C@@H](CC[C@]23CO3)OC(=O)NC(=O)CCl)OC)C (O-chloroacetylcarbamoylfumagillol), [Na].CN(CCN1N=NN=C1S)C (1-(2-dimethylaminoethyl)-5-mercaptotetrazole sodium), O-[[1-(2-dimethylaminoethyl)tetrazol]-5-yl)thioacetylcarbamoyl. Conditions: time 1 hour. Product: CC(=CC[C@@H]1[C@@](O1)(C)[C@H]2[C@@H]([C@@H](CC[C@]23CO3)O)OC)C (fumagillol). Isolated yield 158.4%. As a reaction SMILES: [CH3:1][C:2]([CH3:27])=[CH:3][CH2:4][C@@H:5]1[O:7][C@:6]1([C@@H:9]1[C@:14]2([O:16][CH2:15]2)[CH2:13][CH2:12][C@@H:11]([O:17]C(NC(CCl)=O)=O)[C@H:10]1[O:25][CH3:26])[CH3:8].[Na].CN(C)CCN1C(S)=NN=N1>>[CH3:1][C:2]([CH3:27])=[CH:3][CH2:4][C@H:5]1[O:7][C@@:6]1([C@@H:9]1[C@:14]2([O:16][CH2:15]2)[CH2:13][CH2:12][C@@H:11]([OH:17])[C@H:10]1[O:25][CH3:26])[CH3:8] |f:1.2,^1:27|. Procedure details: In the same manner as in Example 42, O-chloroacetylcarbamoylfumagillol (195 mg) was reacted with 1-(2-dimethylaminoethyl)-5-mercaptotetrazole sodium (113 mg) with stirring at room temperature for 1 hour. Purification by silica gel column chromatography (eluent: ethyl acetate) gave colorless, powdery O-[[1-(2-dimethylaminoethyl)tetrazol]-5-yl)thioacetylcarbamoyl]fumagillol (217 mg) (83% yield). Starting materials: C1(=CC=CC=C1)C(C(=O)O)CC (2-phenylbutyric acid), ClCCCCOC1=CC=CC=C1 (4-chlorobutoxybenzene). The solvent is C([O-])(O)=O.[Na+] (sodium bicarbonate). Conditions: time 16 hour. Yields the product ClCCCCOC1=CC=C(C=C1)C(C(CC)C1=CC=CC=C1)=O (1-(4-(4-chlorobutoxy)phenyl)-2-phenyl-1-butanone). The yield is 94.2%. RXN SMILES: [C:1]1([CH:7]([CH2:11][CH3:12])[C:8]([OH:10])=O)[CH:6]=[CH:5][CH:4]=[CH:3][CH:2]=1.[Cl:13][CH2:14][CH2:15][CH2:16][CH2:17][O:18][C:19]1[CH:24]=[CH:23][CH:22]=[CH:21][CH:20]=1>C(=O)(O)[O-].[Na+]>[Cl:13][CH2:14][CH2:15][CH2:16][CH2:17][O:18][C:19]1[CH:24]=[CH:23][C:22]([C:8](=[O:10])[CH:7]([C:1]2[CH:2]=[CH:3][CH:4]=[CH:5][CH:6]=2)[CH2:11][CH3:12])=[CH:21][CH:20]=1 |f:2.3|. Procedure details: To a stirred solution of 2-phenylbutyric acid (5.6 g, 34 mmol) in trifluoroacetic anhydrlde (20 ml) was added 4-chlorobutoxybenzene (7.5 g, 41 mmol). After 16 h, the mixture was poured into saturated sodium bicarbonate solution (250 ml), and extracted with ether (2×100 ml). The combined organic layers were dried (MgSO4), and concentrated in vacuo. The residues were purified by flash chromatography (silica; eluant:10-30% ethyl acetate in petrol) to give the title compound as an orange oil (10.6 g...